From a dataset of the Open Reaction Database (ORD), a public repository of structured organic reaction records. describe an organic reaction: reactants, conditions, products, and yield Starting materials: CCN(C(C)C)C(C)C, C1CCOC1, CCc1ccc(CC(N)C(=O)N2CCN(C3CCN(C)CC3)CC2)cc1CC, O=c1[nH]c(-c2ccccc2)nn1C1CCNCC1. Product: CCc1ccc(CC(NC(=O)N2CCC(n3nc(-c4ccccc4)[nH]c3=O)CC2)C(=O)N2CCN(C3CCN(C)CC3)CC2)cc1CC. RXN SMILES: [CH2:29]([N:30]([CH:31]([CH3:32])[CH3:33])[CH:34]([CH3:35])[CH3:36])[CH3:37].[CH2:56]1[CH2:58][CH2:57][CH2:59][O:60]1.[NH2:1][CH:2]([C:3](=[O:4])[N:5]1[CH2:6][CH2:7][N:8]([CH:11]2[CH2:12][CH2:13][N:14]([CH3:17])[CH2:15][CH2:16]2)[CH2:9][CH2:10]1)[CH2:18][c:19]1[cH:20][c:21]([CH2:27][CH3:28])[c:22]([CH2:25][CH3:26])[cH:23][cH:24]1.[c:38]1(-[c:44]2[nH:45][c:46](=[O:55])[n:47]([CH:49]3[CH2:50][CH2:51][NH:52][CH2:53][CH2:54]3)[n:48]2)[cH:39][cH:40][cH:41][cH:42][cH:43]1>>[NH:1]([CH:2]([C:3](=[O:4])[N:5]1[CH2:6][CH2:7][N:8]([CH:11]2[CH2:12][CH2:13][N:14]([CH3:17])[CH2:15][CH2:16]2)[CH2:9][CH2:10]1)[CH2:18][c:19]1[cH:20][c:21]([CH2:27][CH3:28])[c:22]([CH2:25][CH3:26])[cH:23][cH:24]1)[C:59]([N:52]1[CH2:51][CH2:50][CH:49]([n:47]2[c:46](=[O:55])[nH:45][c:44](-[c:38]3[cH:39][cH:40][cH:41][cH:42][cH:43]3)[n:48]2)[CH2:54][CH2:53]1)=[O:60]. Product: Cc1ccccc1NC(=O)c1ccc2c(c1)OC(F)(F)O2. Reagents/catalysts: [B-](F)(F)(F)F.CCOC(=O)C(=NOC(=[N+](C)C)N(C)C)C#N (TOTU), CCN(C(C)C)C(C)C (DIPEA). Run at temperature 25 celsius, time 2 hour. Starting materials: O=C(O)c1ccc2c(c1)OC(F)(F)O2, Cc1ccccc1N. RXN SMILES: Cc1ccccc1N.O=C(O)c1ccc2c(c1)OC(F)(F)O2.[B-](F)(F)(F)F.CCOC(=O)C(=NOC(=[N+](C)C)N(C)C)C#N.CCN(C(C)C)C(C)C.CN(C)C=O>>Cc1ccccc1NC(=O)c1ccc2c(c1)OC(F)(F)O2. The solvent is CN(C)C=O (DMF), CN(C)C=O (DMF), CN(C)C=O (DMF), CN(C)C=O (DMF), CN(C)C=O (DMF), CN(C)C=O (DMF). Isolated yield 85.3%. Reactants: CC(C)(C)n1nc(CCCO)cc1-c1ccc(Cl)cc1, ClCCl, O=[Cr](=O)([O-])Cl, c1cc[nH+]cc1. Product: CC(C)(C)n1nc(CCC=O)cc1-c1ccc(Cl)cc1. As a reaction SMILES: [C:1]([CH3:2])([CH3:3])([CH3:4])[n:5]1[n:6][c:7]([CH2:17][CH2:18][CH2:19][OH:20])[cH:8][c:9]1-[c:10]1[cH:11][cH:12][c:13]([Cl:16])[cH:14][cH:15]1.[Cl:32][CH2:33][Cl:34].[O:21]=[Cr:22]([Cl:23])([O-:24])=[O:25].[nH+:26]1[cH:27][cH:28][cH:29][cH:30][cH:31]1>>[C:1]([CH3:2])([CH3:3])([CH3:4])[n:5]1[n:6][c:7]([CH2:17][CH2:18][CH:19]=[O:20])[cH:8][c:9]1-[c:10]1[cH:11][cH:12][c:13]([Cl:16])[cH:14][cH:15]1. Starting materials: Cl.COC(C1=CC=CC=C1)=N (methylbenzoimidate hydrochloride), N1(CCCCCC1)CC=1SC(=CC1)C(=O)NN (2-(hexahydro-1H-azepin-1-yl)methylthiophene-5-carboxylic acid hydrazide). The solvent is N1=CC=CC=C1 (pyridine). Yields the product C1(=CC=CC=C1)C1=NN=C(O1)C1=CC=C(S1)CN1CCCCCC1 (1-[5-(5-Phenyl-1,3,4-oxadiazol-2-yl)-2-thenyl]hexahydro-1H-azepine). The yield is 16.2%. As a reaction SMILES: Cl.CO[C:4](=N)[C:5]1[CH:10]=[CH:9][CH:8]=[CH:7][CH:6]=1.[N:12]1([CH2:19][C:20]2[S:21][C:22]([C:25]([NH:27][NH2:28])=[O:26])=[CH:23][CH:24]=2)[CH2:18][CH2:17][CH2:16][CH2:15][CH2:14][CH2:13]1>N1C=CC=CC=1>[C:5]1([C:4]2[O:26][C:25]([C:22]3[S:21][C:20]([CH2:19][N:12]4[CH2:18][CH2:17][CH2:16][CH2:15][CH2:14][CH2:13]4)=[CH:24][CH:23]=3)=[N:27][N:28]=2)[CH:10]=[CH:9][CH:8]=[CH:7][CH:6]=1 |f:0.1|. Reported procedure: 687 mg (4.0 mmol) of methylbenzoimidate hydrochloride was added to 7 ml of pyridine solution containing 507 mg (2.0 mmol) of 2-(hexahydro-1H-azepin-1-yl)methylthiophene-5-carboxylic acid hydrazide, and the mixture was heated under reflux for 4 hours. The reaction solution was concentrated, chloroform was added to the resulting residue, followed by washing with water and drying over anhydrous magnesium sulfate. The solvent was evaporated and the resulting residue was purified by a silica gel colu... Reactants: [Cl-].FC1=CC=C(C=C1)[S+](C1=CC=CC=C1)C1=CC=CC=C1 (4-fluorophenyldiphenyl-sulfonium chloride), FC(C(C(F)(F)F)O)(S(=O)(=O)[O-])F.[Na+] (sodium 1,1,3,3,3-pentafluoro-2-hydroxypropanesulfonate). Yields the product FC(C(C(F)(F)F)O)(S(=O)(=O)[O-])F.FC1=CC=C(C=C1)[S+](C1=CC=CC=C1)C1=CC=CC=C1 (4-fluorophenyldiphenylsulfonium 1,1,3,3,3-pentafluoro-2-hydroxypropanesulfonate). Isolated yield 70.0%. RXN SMILES: [Cl-].[F:2][C:3]1[CH:8]=[CH:7][C:6]([S+:9]([C:16]2[CH:21]=[CH:20][CH:19]=[CH:18][CH:17]=2)[C:10]2[CH:15]=[CH:14][CH:13]=[CH:12][CH:11]=2)=[CH:5][CH:4]=1.[F:22][C:23]([F:34])([S:30]([O-:33])(=[O:32])=[O:31])[CH:24]([OH:29])[C:25]([F:28])([F:27])[F:26].[Na+]>>[F:34][C:23]([F:22])([S:30]([O-:33])(=[O:31])=[O:32])[CH:24]([OH:29])[C:25]([F:26])([F:28])[F:27].[F:2][C:3]1[CH:8]=[CH:7][C:6]([S+:9]([C:16]2[CH:17]=[CH:18][CH:19]=[CH:20][CH:21]=2)[C:10]2[CH:15]=[CH:14][CH:13]=[CH:12][CH:11]=2)=[CH:5][CH:4]=1 |f:0.1,2.3,4.5|. Procedure details: An amount (0.2 mole) of the 4-fluorophenyldiphenyl-sulfonium chloride aqueous solution in Synthesis Example 1 was combined with an amount (0.2 mole) of the sodium 1,1,3,3,3-pentafluoro-2-hydroxypropanesulfonate aqueous solution in Synthesis Example 2, followed by twice extraction with 500 g of dichloromethane. Through the steps of washing the organic layer with water, distilling off the solvent in vacuum, adding isopropyl ether for crystallization, filtration and drying, the target compound was ... Starting materials: CC=1C(=CSC1)C(=O)O (4-Methyl-3-thiophenecarboxylic acid), O (water), ICC (iodoethane), C([O-])([O-])=O.[K+].[K+] (potassium carbonate). The solvent is CN(C=O)C (N,N-dimethylformamide). Conditions: time 15 hour. Product: CC=1C(=CSC1)C(=O)OCC (ethyl 4-methyl-3-thiophenecarboxylate). Reaction SMILES: [CH3:1][C:2]1[C:3]([C:7]([OH:9])=[O:8])=[CH:4][S:5][CH:6]=1.I[CH2:11][CH3:12].C(=O)([O-])[O-].[K+].[K+].O>CN(C)C=O>[CH3:1][C:2]1[C:3]([C:7]([O:9][CH2:11][CH3:12])=[O:8])=[CH:4][S:5][CH:6]=1 |f:2.3.4|. Procedure details: 4-Methyl-3-thiophenecarboxylic acid (1.42 g) (synthesized in accordance with the method described in J. Org. Chem., 51, 230 (1986)) was dissolved in N,N-dimethylformamide (30 ml), and iodoethane (0.8 ml) and potassium carbonate (1.38 g) were added. The mixture was stirred at room temperature for 15 hours, poured into water. and extracted with diethyl ether. The extract was washed with 5% aqueous potassium hydrogen sulfate, dried over anhydrous magnesium sulfate and concentrated under reduced pre... Reactants: O=C([O-])[O-], C=CCOCC(CC(C)C)NC(=O)C(F)(F)F, CO, [K+], [K+], O. The product is C=CCOCC(N)CC(C)C. RXN SMILES: [C:20](=[O:21])([O-:22])[O-:23].[CH2:3]([CH:4]=[CH2:5])[O:6][CH2:7][CH:8]([CH2:9][CH:10]([CH3:11])[CH3:12])[NH:13][C:14](=[O:15])[C:16]([F:17])([F:18])[F:19].[CH3:1][OH:2].[K+:24].[K+:25].[OH2:26]>>[CH2:3]([CH:4]=[CH2:5])[O:6][CH2:7][CH:8]([CH2:9][CH:10]([CH3:11])[CH3:12])[NH2:13]. Reactants: Cc1cc(OCCC(C)(C)F)ccc1Br, CC(=O)[O-], CC(=O)[O-], COC(=O)c1cccc(B2OC(C)(C)C(C)(C)O2)c1C, Cc1ccccc1, COc1cccc(OC)c1-c1ccccc1P(C1CCCCC1)C1CCCCC1, [K+], [K+], [K+], O, O=P([O-])([O-])[O-], [Pd+2]. The product is COC(=O)c1cccc(-c2ccc(OCCC(C)(C)F)cc2C)c1C. As a reaction SMILES: [Br:1][c:2]1[c:3]([CH3:15])[cH:4][c:5]([O:8][CH2:9][CH2:10][C:11]([CH3:12])([CH3:13])[F:14])[cH:6][cH:7]1.[C:73]([O-:74])(=[O:75])[CH3:76].[C:78]([O-:79])(=[O:80])[CH3:81].[CH3:16][c:17]1[c:18]([C:19](=[O:20])[O:21][CH3:22])[cH:23][cH:24][cH:25][c:26]1[B:27]1[O:28][C:29]([CH3:30])([CH3:31])[C:32]([CH3:33])([CH3:34])[O:35]1.[CH3:83][c:84]1[cH:85][cH:86][cH:87][cH:88][cH:89]1.[CH:36]1([P:37]([CH:38]2[CH2:39][CH2:40][CH2:41][CH2:42][CH2:43]2)[c:44]2[cH:45][cH:46][cH:47][cH:48][c:49]2-[c:50]2[c:51]([O:52][CH3:53])[cH:54][cH:55][cH:56][c:57]2[O:58][CH3:59])[CH2:60][CH2:61][CH2:62][CH2:63][CH2:64]1.[K+:70].[K+:71].[K+:72].[OH2:82].[P:65]([O-:66])([O-:67])([O-:68])=[O:69].[Pd+2:77]>>[c:2]1(-[c:26]2[c:17]([CH3:16])[c:18]([C:19](=[O:20])[O:21][CH3:22])[cH:23][cH:24][cH:25]2)[c:3]([CH3:15])[cH:4][c:5]([O:8][CH2:9][CH2:10][C:11]([CH3:12])([CH3:13])[F:14])[cH:6][cH:7]1. Reactants: CC(C)O, O=c1[nH]c2ccc(CCCCCl)cc2o1, [I-], [Na+], [Na+], [Na+], O=C([O-])[O-], c1ccc2c(N3CCNCC3)cccc2c1. Product: O=c1[nH]c2ccc(CCCCN3CCN(c4cccc5ccccc45)CC3)cc2o1. Reaction SMILES: [CH:40]([OH:41])([CH3:42])[CH3:43].[Cl:1][CH2:2][CH2:3][CH2:4][CH2:5][c:6]1[cH:7][c:8]2[c:9]([nH:10][c:11](=[O:13])[o:12]2)[cH:14][cH:15]1.[I-:39].[Na+:32].[Na+:33].[Na+:38].[O-:34][C:35](=[O:36])[O-:37].[c:16]1([N:26]2[CH2:27][CH2:28][NH:29][CH2:30][CH2:31]2)[cH:17][cH:18][cH:19][c:20]2[cH:21][cH:22][cH:23][cH:24][c:25]12>>[CH2:2]([CH2:3][CH2:4][CH2:5][c:6]1[cH:7][c:8]2[c:9]([nH:10][c:11](=[O:13])[o:12]2)[cH:14][cH:15]1)[N:29]1[CH2:28][CH2:27][N:26]([c:16]2[cH:17][cH:18][cH:19][c:20]3[cH:21][cH:22][cH:23][cH:24][c:25]23)[CH2:31][CH2:30]1.